From a dataset of the Open Reaction Database (ORD), a public repository of structured organic reaction records. describe an organic reaction: reactants, conditions, products, and yield Reactants: C(CCCCC)C(CCl)CCCCCCCC (2-hexyl-1-chlorodecane), [I-].[Na+] (sodium iodide). Solvent: CC(=O)C (acetone). Reaction conditions: temperature 60 celsius. The product is C(CCCCC)C(CI)CCCCCCCC (2-hexyl-1-iododecane). The yield is 84.8%. RXN SMILES: [CH2:1]([CH:7]([CH2:10][CH2:11][CH2:12][CH2:13][CH2:14][CH2:15][CH2:16][CH3:17])[CH2:8]Cl)[CH2:2][CH2:3][CH2:4][CH2:5][CH3:6].[I-:18].[Na+]>CC(C)=O>[CH2:1]([CH:7]([CH2:10][CH2:11][CH2:12][CH2:13][CH2:14][CH2:15][CH2:16][CH3:17])[CH2:8][I:18])[CH2:2][CH2:3][CH2:4][CH2:5][CH3:6] |f:1.2|. Reported procedure: To a reaction vessel, 2.682 g (10.3 mmol) of 2-hexyl-1-chlorodecane, 7.483 g (49.9 mmol, 4.8 eq) of sodium iodide, and 100 mL of acetone were added. The whole was refluxed at 60° C. overnight. The reaction mixture was allowed to reach room temperature, and acetone was removed by evaporation. The residue was extracted with ethyl acetate, and then the organic phase was washed with a saturated brine three times. The organic phase was dried over magnesium sulfate and filtered. The filtrate was conce... The reactants are O=C([O-])[O-], CC1(C)CC=C(B(O)O)CC1, N#CCc1ccc(N)c(Br)c1, [Na+], [Na+], c1ccc(P(c2ccccc2)(c2ccccc2)[Pd](P(c2ccccc2)(c2ccccc2)c2ccccc2)(P(c2ccccc2)(c2ccccc2)c2ccccc2)P(c2ccccc2)(c2ccccc2)c2ccccc2)cc1. The product is CC1(C)CC=C(c2cc(CC#N)ccc2N)CC1. As a reaction SMILES: [C:23](=[O:24])([O-:25])[O-:26].[CH3:12][C:13]1([CH3:22])[CH2:14][CH:15]=[C:16]([B:19]([OH:20])[OH:21])[CH2:17][CH2:18]1.[NH2:1][c:2]1[c:3]([Br:11])[cH:4][c:5]([CH2:8][C:9]#[N:10])[cH:6][cH:7]1.[Na+:27].[Na+:28].[cH:29]1[cH:30][cH:31][c:32]([P:33]([Pd:34]([P:35]([c:36]2[cH:37][cH:38][cH:39][cH:40][cH:41]2)([c:42]2[cH:43][cH:44][cH:45][cH:46][cH:47]2)[c:48]2[cH:49][cH:50][cH:51][cH:52][cH:53]2)([P:54]([c:55]2[cH:56][cH:57][cH:58][cH:59][cH:60]2)([c:61]2[cH:62][cH:63][cH:64][cH:65][cH:66]2)[c:67]2[cH:68][cH:69][cH:70][cH:71][cH:72]2)[P:73]([c:74]2[cH:75][cH:76][cH:77][cH:78][cH:79]2)([c:80]2[cH:81][cH:82][cH:83][cH:84][cH:85]2)[c:86]2[cH:87][cH:88][cH:89][cH:90][cH:91]2)([c:92]2[cH:93][cH:94][cH:95][cH:96][cH:97]2)[c:98]2[cH:99][cH:100][cH:101][cH:102][cH:103]2)[cH:104][cH:105]1>>[NH2:1][c:2]1[c:3]([C:16]2=[CH:15][CH2:14][C:13]([CH3:12])([CH3:22])[CH2:18][CH2:17]2)[cH:4][c:5]([CH2:8][C:9]#[N:10])[cH:6][cH:7]1. Starting materials: C(#C)C1=CC=C(C#N)C=C1 (4-Ethynyl-benzonitrile), IC1=C(C=CC=C1)O (2-iodophenol). Yields the product O1C2=C(C=C1C1=CC=C(C#N)C=C1)C=CC=C2 (4-Benzo[b]furan-2-yl-benzonitrile). As a reaction SMILES: [C:1]([C:3]1[CH:10]=[CH:9][C:6]([C:7]#[N:8])=[CH:5][CH:4]=1)#[CH:2].I[C:12]1[CH:17]=[CH:16][CH:15]=[CH:14][C:13]=1[OH:18]>>[O:18]1[C:1]([C:3]2[CH:10]=[CH:9][C:6]([C:7]#[N:8])=[CH:5][CH:4]=2)=[CH:2][C:12]2[CH:17]=[CH:16][CH:15]=[CH:14][C:13]1=2. Reported procedure: The general procedure was used to convert 4-Ethynyl-benzonitrile and 2-iodophenol to the title product. Purification by flash chromatography (20% ethyl acetate in hexanes as the eluent) gave the analytically pure product as a white solid (337 mg, 77% yield). 1H NMR (300 MHz, CDCl3) δ 7.94 (d, J=8.85, 2H), 7.71 (d, J=8.67, 2H), 7.62 (d, J=7.54, 1H), 7.53 (d, J=8.10, 1H), 7.38-7.24 (m, 2H), 7.16 (s, 1H). 13C NMR (75 MHz, CDCl3) δ 155.08, 153.37, 134.25, 132.45, 128.52, 125.45, 124.93, 123.34, 121.... Solvent: C1(=CC=CC=C1)C (toluene). Product: C(C)(C)(C)C1=C(O[Li])C(=CC(=C1)C(C)(C)C)C(C)(C)C (2,4,6-tri-t-butyl phenoxy lithium). Yield: 96.0%. Reaction SMILES: [C:1]([C:5]1[CH:10]=[C:9]([C:11]([CH3:14])([CH3:13])[CH3:12])[CH:8]=[C:7]([C:15]([CH3:18])([CH3:17])[CH3:16])[C:6]=1[OH:19])([CH3:4])([CH3:3])[CH3:2].C([Li:24])CCC>C1(C)C=CC=CC=1>[C:1]([C:5]1[CH:10]=[C:9]([C:11]([CH3:14])([CH3:13])[CH3:12])[CH:8]=[C:7]([C:15]([CH3:18])([CH3:17])[CH3:16])[C:6]=1[O:19][Li:24])([CH3:4])([CH3:3])[CH3:2]. Procedure: Both 10 mmol (2.2 g) of monocyclopentadienyl titanium chloride(CpTiCl3) and 100 ml of toluene were added to a 200 ml Schlenk reactor in the atmosphere of inert gas. Then, 10 mmol of 2,4,6-tri-t-butyl phenoxy lithium, so obtained from the reaction between 2,4,6-tri-t-butyl phenol and n-butyl lithium, was slowly added to the mixture. The reactional solution was stirred at room temperature and stood for 1 hour. After 1 hour, some mixture was collected and was analyzed by 1H-NMR spectroscopy to asce... Starting materials: C(C)(C)(C)C1=C(C(=CC(=C1)C(C)(C)C)C(C)(C)C)O (2,4,6-tri-t-butyl phenol), C(CCC)[Li] (n-butyl lithium), monocyclopentadienyl titanium chloride(CpTiCl3). Reactants: C(C)S(=O)(=O)N1CCC(CC1)C1=CNC2=C(C=C(C=C12)C1=CC(=CC=C1)C=O)C(=O)N (3-[1-(ethylsulfonyl)-4-piperidinyl]-5-(3-formylphenyl)-1H-indole-7-carboxamide), COCCNCCOC (2-(methyloxy)-N-[2-(methyloxy)ethyl]ethanamine), [BH-](OC(=O)C)(OC(=O)C)OC(=O)C.[Na+] (NaBH(OAc)3). Product: COCCN(CCOC)CC=1C=C(C=CC1)C=1C=C2C(=CNC2=C(C1)C(=O)N)C1CCN(CC1)S(=O)(=O)CC (5-[3-({bis[2-(methyloxy)ethyl]amino}methyl)phenyl]-3-[1-(ethylsulfonyl)-4-piperidinyl]-1H-indole-7-carboxamide). Yield: 16.8%. As a reaction SMILES: [CH2:1]([S:3]([N:6]1[CH2:11][CH2:10][CH:9]([C:12]2[C:20]3[C:15](=[C:16]([C:29]([NH2:31])=[O:30])[CH:17]=[C:18]([C:21]4[CH:26]=[CH:25][CH:24]=[C:23]([CH:27]=O)[CH:22]=4)[CH:19]=3)[NH:14][CH:13]=2)[CH2:8][CH2:7]1)(=[O:5])=[O:4])[CH3:2].[CH3:32][O:33][CH2:34][CH2:35][NH:36][CH2:37][CH2:38][O:39][CH3:40].[BH-](OC(C)=O)(OC(C)=O)OC(C)=O.[Na+]>>[CH3:32][O:33][CH2:34][CH2:35][N:36]([CH2:27][C:23]1[CH:22]=[C:21]([C:18]2[CH:19]=[C:20]3[C:15](=[C:16]([C:29]([NH2:31])=[O:30])[CH:17]=2)[NH:14][CH:13]=[C:12]3[CH:9]2[CH2:10][CH2:11][N:6]([S:3]([CH2:1][CH3:2])(=[O:5])=[O:4])[CH2:7][CH2:8]2)[CH:26]=[CH:25][CH:24]=1)[CH2:37][CH2:38][O:39][CH3:40] |f:2.3|. Procedure details: Following the general procedure of example 1, 3-[1-(ethylsulfonyl)-4-piperidinyl]-5-(3-formylphenyl)-1H-indole-7-carboxamide (50.0 mg, 0.112 mmol), 2-(methyloxy)-N-[2-(methyloxy)ethyl]ethanamine (114.3 mg, 0.86 mmol) and NaBH(OAc)3 (58.0 mg, 0.303 mmol) were reacted to give the title compound (10.5 mg, 16%).